From a dataset of the Open Reaction Database (ORD), a public repository of structured organic reaction records. describe an organic reaction: reactants, conditions, products, and yield The reactants are CC(C)O, Nc1ccc(OCc2cccc(F)c2)c(Cl)c1, O=[N+]([O-])c1ccc2ncnc(Cl)c2c1. Product: O=[N+]([O-])c1ccc2ncnc(Nc3ccc(OCc4cccc(F)c4)c(Cl)c3)c2c1. As a reaction SMILES: [CH:32]([OH:33])([CH3:34])[CH3:35].[F:15][c:16]1[cH:17][c:18]([CH2:19][O:20][c:21]2[c:22]([Cl:28])[cH:23][c:24]([NH2:25])[cH:26][cH:27]2)[cH:29][cH:30][cH:31]1.[N+:1](=[O:2])([O-:3])[c:4]1[cH:5][c:6]2[c:7]([Cl:14])[n:8][cH:9][n:10][c:11]2[cH:12][cH:13]1>>[N+:1](=[O:2])([O-:3])[c:4]1[cH:5][c:6]2[c:7]([NH:25][c:24]3[cH:23][c:22]([Cl:28])[c:21]([O:20][CH2:19][c:18]4[cH:17][c:16]([F:15])[cH:31][cH:30][cH:29]4)[cH:27][cH:26]3)[n:8][cH:9][n:10][c:11]2[cH:12][cH:13]1. Starting materials: CCN=C=NCCCN(C)C, Cl, COC(=O)c1cc(-c2ccc(OC)cc2)nn(Cc2ccc(N)cc2)c1=O, C1CCOC1, O=C(O)c1cccnc1. The product is COC(=O)c1cc(-c2ccc(OC)cc2)nn(Cc2ccc(NC(=O)c3cccnc3)cc2)c1=O. Reaction SMILES: [CH3:43][N:44]([CH3:45])[CH2:46][CH2:47][CH2:48][N:49]=[C:50]=[N:51][CH2:52][CH3:53].[ClH:42].[NH2:10][c:11]1[cH:12][cH:13][c:14]([CH2:15][n:16]2[n:17][c:18](-[c:27]3[cH:28][cH:29][c:30]([O:33][CH3:34])[cH:31][cH:32]3)[cH:19][c:20]([C:23](=[O:24])[O:25][CH3:26])[c:21]2=[O:22])[cH:35][cH:36]1.[O:37]1[CH2:38][CH2:39][CH2:40][CH2:41]1.[OH:1][C:2](=[O:3])[c:4]1[cH:5][cH:6][cH:7][n:8][cH:9]1>>[C:2](=[O:3])([c:4]1[cH:5][cH:6][cH:7][n:8][cH:9]1)[NH:10][c:11]1[cH:12][cH:13][c:14]([CH2:15][n:16]2[n:17][c:18](-[c:27]3[cH:28][cH:29][c:30]([O:33][CH3:34])[cH:31][cH:32]3)[cH:19][c:20]([C:23](=[O:24])[O:25][CH3:26])[c:21]2=[O:22])[cH:35][cH:36]1. As a reaction SMILES: [CH2:1]([C:3]1[N:8]=[C:7]([C:9]2[N:14]=[CH:13][C:12]3[CH:15]=[N:16][N:17]([C:18]4[CH:23]=[CH:22][CH:21]=[C:20](F)[N:19]=4)[C:11]=3[CH:10]=2)[CH:6]=[N:5][CH:4]=1)[CH3:2].[NH:25]1[CH2:30][CH2:29][CH2:28][C@H:27]([NH:31][C:32](=[O:38])[O:33][C:34]([CH3:37])([CH3:36])[CH3:35])[CH2:26]1>CS(C)=O>[C:34]([O:33][C:32](=[O:38])[NH:31][C@H:27]1[CH2:28][CH2:29][CH2:30][N:25]([C:20]2[CH:21]=[CH:22][CH:23]=[C:18]([N:17]3[C:11]4[CH:10]=[C:9]([C:7]5[CH:6]=[N:5][CH:4]=[C:3]([CH2:1][CH3:2])[N:8]=5)[N:14]=[CH:13][C:12]=4[CH:15]=[N:16]3)[N:19]=2)[CH2:26]1)([CH3:37])([CH3:35])[CH3:36]. The reactants are C(C)C1=CN=CC(=N1)C1=CC2=C(C=N1)C=NN2C2=NC(=CC=C2)F (6-(6-ethylpyrazin-2-yl)-1-(6-fluoro-2-pyridyl)pyrazolo[4,3-c]pyridine), N1C[C@H](CCC1)NC(OC(C)(C)C)=O (tert-butyl N-[(3S)-3-piperidyl]carbamate). Product: C(C)(C)(C)OC(N[C@@H]1CN(CCC1)C1=NC(=CC=C1)N1N=CC=2C=NC(=CC21)C2=NC(=CN=C2)CC)=O ((S)-tert-butyl(1-(6-(6-(6-ethylpyrazin-2-yl)-1H-pyrazolo[4,3-c]pyridin-1-yl)pyridin-2-yl)piperidin-3-yl)carbamate). Conditions: temperature 95 celsius. Yield: 69.5%. The solvent is CS(=O)C (methyl sulfoxide). Procedure: A solution containing 6-(6-ethylpyrazin-2-yl)-1-(6-fluoro-2-pyridyl)pyrazolo[4,3-c]pyridine (75 mg, 0.23 mmol) and tert-butyl N-[(3S)-3-piperidyl]carbamate (234 mg, 1.17 mmol) in methyl sulfoxide 2.0 mL was heated 95° C. The reaction was quenched with water then extracted with EtOAc. The organic layers was dried with sodium sulfate, filtered, and concentrated in vacuum. The crude product was purified by flash chromatography (EtOAc/Heptane eluted at 65% EtOAc) to give (S)-tert-butyl(1-(6-(6-(6-et... The reactants are COC(=O)[C@H]1N(C[C@@H](C1)S(=O)(=O)C1=C(C=C(C=C1)Br)C(F)(F)F)C=1N(N=C(C1)C)C1CCC1 ((2S,4R)-4-(4-bromo-2-trifluoromethyl-benzenesulfonyl)-1-(2-cyclobutyl-5-methyl-2H-pyrazol-3-yl)-pyrrolidine-2-carboxylic acid methyl ester), [OH-].[Li+] (lithium hydroxide). Product: BrC1=CC(=C(C=C1)S(=O)(=O)[C@@H]1C[C@H](N(C1)C=1N(N=C(C1)C)C1CCC1)C(=O)O)C(F)(F)F ((2S,4R)-4-(4-Bromo-2-trifluoromethyl-benzenesulfonyl)-1-(2-cyclobutyl-5-methyl-2H-pyrazol-3-yl)-pyrrolidine-2-carboxylic acid). Reaction SMILES: C[O:2][C:3]([C@@H:5]1[CH2:9][C@@H:8]([S:10]([C:13]2[CH:18]=[CH:17][C:16]([Br:19])=[CH:15][C:14]=2[C:20]([F:23])([F:22])[F:21])(=[O:12])=[O:11])[CH2:7][N:6]1[C:24]1[N:25]([CH:30]2[CH2:33][CH2:32][CH2:31]2)[N:26]=[C:27]([CH3:29])[CH:28]=1)=[O:4].[OH-].[Li+]>>[Br:19][C:16]1[CH:17]=[CH:18][C:13]([S:10]([C@H:8]2[CH2:7][N:6]([C:24]3[N:25]([CH:30]4[CH2:33][CH2:32][CH2:31]4)[N:26]=[C:27]([CH3:29])[CH:28]=3)[C@H:5]([C:3]([OH:4])=[O:2])[CH2:9]2)(=[O:12])=[O:11])=[C:14]([C:20]([F:23])([F:21])[F:22])[CH:15]=1 |f:1.2|. Procedure details: In analogy to the procedure described in example 253e, (2S,4R)-4-(4-bromo-2-trifluoromethyl-benzenesulfonyl)-1-(2-cyclobutyl-5-methyl-2H-pyrazol-3-yl)-pyrrolidine-2-carboxylic acid methyl ester was saponified in the presence of lithium hydroxide to give the title compound brown solid which was used in the next step without further purification. MS (ESI): m/z=538.1 [M+H]+. Reactants: COC=CCCC1CCC(C2CCC(C#N)CC2)CC1, CC(=O)O, C1COCCO1, O. Product: N#CC1CCC(C2CCC(CCCC=O)CC2)CC1. RXN SMILES: [CH3:1][O:2][CH:3]=[CH:4][CH2:5][CH2:6][CH:7]1[CH2:8][CH2:9][CH:10]([CH:13]2[CH2:14][CH2:15][CH:16]([C:19]#[N:20])[CH2:17][CH2:18]2)[CH2:11][CH2:12]1.[CH3:21][C:22](=[O:23])[OH:24].[O:25]1[CH2:26][CH2:27][O:28][CH2:29][CH2:30]1.[OH2:31]>>[O:2]=[CH:3][CH2:4][CH2:5][CH2:6][CH:7]1[CH2:8][CH2:9][CH:10]([CH:13]2[CH2:14][CH2:15][CH:16]([C:19]#[N:20])[CH2:17][CH2:18]2)[CH2:11][CH2:12]1. The reactants are CC(=O)[O-], CC(=O)[O-], COc1ccc(B(O)O)cc1, ClCCl, [Cu+2], c1ccncc1, COC(=O)c1ccc2[nH]cnc2c1. Product: COC(=O)c1ccc2ncn(-c3ccc(OC)cc3)c2c1. Reaction SMILES: [C:34]([O-:35])(=[O:36])[CH3:37].[C:39]([O-:40])(=[O:41])[CH3:42].[CH3:14][O:15][c:16]1[cH:17][cH:18][c:19]([B:22]([OH:23])[OH:24])[cH:20][cH:21]1.[Cl:31][CH2:32][Cl:33].[Cu+2:38].[cH:25]1[cH:26][cH:27][n:28][cH:29][cH:30]1.[nH:1]1[cH:2][n:3][c:4]2[c:5]1[cH:6][cH:7][c:8]([C:10](=[O:11])[O:12][CH3:13])[cH:9]2>>[n:1]1[cH:2][n:3](-[c:19]2[cH:18][cH:17][c:16]([O:15][CH3:14])[cH:21][cH:20]2)[c:4]2[c:5]1[cH:6][cH:7][c:8]([C:10](=[O:11])[O:12][CH3:13])[cH:9]2. Starting materials: CCOC(=O)N1CCN(C(=O)C(Cc2cccc(C(=O)OC)c2)C(=O)Nc2ccc3ccccc3c2)CC1, C1CCOC1, [Li+], [OH-], O. The product is CCOC(=O)N1CCN(C(=O)C(Cc2cccc(C(=O)O)c2)C(=O)Nc2ccc3ccccc3c2)CC1. Reaction SMILES: [CH2:1]([CH3:2])[O:3][C:4](=[O:5])[N:6]1[CH2:7][CH2:8][N:9]([C:12](=[O:13])[CH:14]([CH2:15][c:16]2[cH:17][c:18]([C:22](=[O:23])[O:24][CH3:25])[cH:19][cH:20][cH:21]2)[C:26](=[O:27])[NH:28][c:29]2[cH:30][c:31]3[cH:32][cH:33][cH:34][cH:35][c:36]3[cH:37][cH:38]2)[CH2:10][CH2:11]1.[CH2:41]1[O:42][CH2:43][CH2:44][CH2:45]1.[Li+:40].[OH-:39].[OH2:46]>>[CH2:1]([CH3:2])[O:3][C:4](=[O:5])[N:6]1[CH2:7][CH2:8][N:9]([C:12](=[O:13])[CH:14]([CH2:15][c:16]2[cH:17][c:18]([C:22](=[O:23])[OH:24])[cH:19][cH:20][cH:21]2)[C:26](=[O:27])[NH:28][c:29]2[cH:30][c:31]3[cH:32][cH:33][cH:34][cH:35][c:36]3[cH:37][cH:38]2)[CH2:10][CH2:11]1. Starting materials: CC=1C(=NC=C(C1)C)N1CCN(CC1)C(=O)C1=CC=C(C=C1)N1C(NCCC1)=O (1-{4-[4-(3,5-dimethylpyridin-2-yl)piperazine-1-carbonyl]phenyl}tetrahydropyrimidin-2-one), CI (methyl iodide). Yields the product CC=1C(=NC=C(C1)C)N1CCN(CC1)C(=O)C1=CC=C(C=C1)N1C(N(CCC1)C)=O (1-{4-[4-(3,5-dimethylpyridin-2-yl)piperazine-1-carbonyl]phenyl}-3-methyltetrahydropyrimidin-2-one). As a reaction SMILES: [CH3:1][C:2]1[C:3]([N:9]2[CH2:14][CH2:13][N:12]([C:15]([C:17]3[CH:22]=[CH:21][C:20]([N:23]4[CH2:28][CH2:27][CH2:26][NH:25][C:24]4=[O:29])=[CH:19][CH:18]=3)=[O:16])[CH2:11][CH2:10]2)=[N:4][CH:5]=[C:6]([CH3:8])[CH:7]=1.[CH3:30]I>>[CH3:1][C:2]1[C:3]([N:9]2[CH2:10][CH2:11][N:12]([C:15]([C:17]3[CH:18]=[CH:19][C:20]([N:23]4[CH2:28][CH2:27][CH2:26][N:25]([CH3:30])[C:24]4=[O:29])=[CH:21][CH:22]=3)=[O:16])[CH2:13][CH2:14]2)=[N:4][CH:5]=[C:6]([CH3:8])[CH:7]=1. Procedure details: Using 1-{4-[4-(3,5-dimethylpyridin-2-yl)piperazine-1-carbonyl]phenyl}tetrahydropyrimidin-2-one (78 mg) described in Example 446 and methyl iodide (14 μL) and by the reaction and treatment in the same manner as in Example 36, the title compound (49 mg) was obtained.